Dataset: the Open Reaction Database (ORD), a public repository of structured organic reaction records. Task: describe an organic reaction: reactants, conditions, products, and yield Reactants: C(C)OC=1C(C(C1NC1=C(C=CC=C1)O)=O)=O (3-ethoxy-4-(2-hydroxyanilino)-cyclobut-3-ene-1,2-dione), CC1=C(N)C=CC=C1 (2-methylaniline). Run in CS(=O)C (DMSO). Reaction conditions: temperature 110 celsius, time 8 hour. The product is CC1=C(NC=2C(C(C2NC2=C(C=CC=C2)O)=O)=O)C=CC=C1 (3-(2-methylanilino)-4-(2-hydroxyanilino)-cyclobut-3-ene-1,2-dione). As a reaction SMILES: C(O[C:4]1[C:5](=[O:17])[C:6](=[O:16])[C:7]=1[NH:8][C:9]1[CH:14]=[CH:13][CH:12]=[CH:11][C:10]=1[OH:15])C.[CH3:18][C:19]1[CH:25]=[CH:24][CH:23]=[CH:22][C:20]=1[NH2:21]>CS(C)=O>[CH3:18][C:19]1[CH:25]=[CH:24][CH:23]=[CH:22][C:20]=1[NH:21][C:4]1[C:5](=[O:17])[C:6](=[O:16])[C:7]=1[NH:8][C:9]1[CH:14]=[CH:13][CH:12]=[CH:11][C:10]=1[OH:15]. Reported procedure: To a solution of 3-ethoxy-4-(2-hydroxyanilino)-cyclobut-3-ene-1,2-dione (50 mg, 0.21 mmol) in DMSO (1.5 mL) was added 2-methylaniline (0.023 mL, 0.21 mmol) and reaction was stirred at 110° C. overnight. Reaction was purified on HPLC (acetonitrile:water) and product was concentrated down. Solid was dried in vacuo. LC-MS (m/z) 295 (M+).